describe an organic reaction: reactants, conditions, products, and yield From a dataset of the Open Reaction Database (ORD), a public repository of structured organic reaction records. Starting materials: BrC=1C(=NC=CC1)NNC(C)=O (N′-(3-bromopyridin-2-yl)acetohydrazide), C(C)(=O)O (acetic acid). The solvent is C1(=CC=CC=C1)C (toluene). Yields the product BrC=1C=2N(C=CC1)C(=NN2)C (8-Bromo-3-methyl[1,2,4]triazolo[4,3-a]pyridine). The yield is 82.8%. Reaction SMILES: [Br:1][C:2]1[C:3]([NH:8][NH:9][C:10](=O)[CH3:11])=[N:4][CH:5]=[CH:6][CH:7]=1.C(O)(=O)C>C1(C)C=CC=CC=1>[Br:1][C:2]1[C:3]2[N:4]([C:10]([CH3:11])=[N:9][N:8]=2)[CH:5]=[CH:6][CH:7]=1. Procedure details: To a solution of 0.17 g (0.74 mmol) of N′-(3-bromopyridin-2-yl)acetohydrazide from step A above in 40 mL of anhydrous toluene was added 3 mL of glacial acetic acid and the resulting mixture was heated to reflux for 20 h employing a Dean-Stark trap. The reaction mixture was cooled to ambient temperature then evaporated to dryness in vacuo to afford the title compound (0.13 g, 84%) LC-MS: m/z (ES) 212, 214 (MH)−. Procedure details: In a similar fashion to Example 8, react 2-amino-3-hydroxypyridine (Fluka; 144 mg, 1.3 mmol) and phosphorous oxychloride (4.4 mL) with 2-(pyridin-2-yl)-5,6-dihydro-4H-pyrrolo[1,2-b]pyrazole-3-carboxylic acid (Preparation 3; 250 mg, 1.1 mmol) to provide the title compound (74 mg, 22%) as a tan solid. Mp 182-184° C. MS ESI+ m/e 304 (M+1). 1H NMR (CDCl3) δ 8.75 (m, 1H), 8.52 (m, 1H), 8.12 (m, 1H), 7.84 (m, 1H), 7.69 (m, 1H), 7.32 (m, 1H), 7.15 (m, 1H), 4.31 (m, 2H), 7.37 (m, 2H), 2.75 (m, 2H). HPLC... Yield: 22.2%. Product: N1=C(C=CC=C1)C=1C(=C2N(N1)CCC2)C=2OC=1C(=NC=CC1)N2 (2-[2-(Pyridin-2-yl)-5,6-dihydro-4H-pyrrolo[1,2-b]pyrazol-3-yl]-oxazolo[4,5-b]pyridine). Reaction SMILES: [NH2:1][C:2]1[C:7]([OH:8])=[CH:6][CH:5]=[CH:4][N:3]=1.P(Cl)(Cl)(Cl)=O.[N:14]1[CH:19]=[CH:18][CH:17]=[CH:16][C:15]=1[C:20]1[C:21]([C:28](O)=O)=[C:22]2[CH2:27][CH2:26][CH2:25][N:23]2[N:24]=1>>[N:14]1[CH:19]=[CH:18][CH:17]=[CH:16][C:15]=1[C:20]1[C:21]([C:28]2[O:8][C:7]3[C:2]([N:1]=2)=[N:3][CH:4]=[CH:5][CH:6]=3)=[C:22]2[CH2:27][CH2:26][CH2:25][N:23]2[N:24]=1. Reactants: NC1=NC=CC=C1O (2-amino-3-hydroxypyridine), P(=O)(Cl)(Cl)Cl (phosphorous oxychloride), N1=C(C=CC=C1)C=1C(=C2N(N1)CCC2)C(=O)O (2-(pyridin-2-yl)-5,6-dihydro-4H-pyrrolo[1,2-b]pyrazole-3-carboxylic acid). Reactants: FC=1C=CC(=C(NC2=C(C3=C(S2)C=CC=C3)C#N)C1)[N+](=O)[O-] (2-(5-fluoro-2-nitroanilino)benzo[b]thiophene-3-carbonitrile), O (water), S(=O)([O-])S(=O)[O-].[Na+].[Na+] (Sodium hydrosulfite), O (Water). Solvent: CN(C=O)C (dimethylformamide), CN(C=O)C (dimethylformamide). Reaction conditions: temperature 110 celsius, time 1 hour. Product: NC1=C(NC2=C(C3=C(S2)C=CC=C3)C#N)C=C(C=C1)F (2-(2-amino-5-fluoroanilino)benzo[b]thiophene-3-carbonitrile). Yield: 145.6%. Reaction SMILES: S(S([O-])=O)([O-])=O.[Na+].[Na+].[F:9][C:10]1[CH:11]=[CH:12][C:13]([N+:28]([O-])=O)=[C:14]([CH:27]=1)[NH:15][C:16]1[S:20][C:19]2[CH:21]=[CH:22][CH:23]=[CH:24][C:18]=2[C:17]=1[C:25]#[N:26].O>CN(C)C=O>[NH2:28][C:13]1[CH:12]=[CH:11][C:10]([F:9])=[CH:27][C:14]=1[NH:15][C:16]1[S:20][C:19]2[CH:21]=[CH:22][CH:23]=[CH:24][C:18]=2[C:17]=1[C:25]#[N:26] |f:0.1.2|. Procedure details: Sodium hydrosulfite (86%, 233 g) was suspended in dimethylformamide (240 ml) and the suspension was heated to 110° C. To this suspension was added dropwise at 110° C. a solution of 2-(5-fluoro-2-nitroanilino)benzo[b]thiophene-3-carbonitrile (120 g), dimethylformamide (720 ml) and water (27.5 ml), which solution had been heated to 65-70° C. The reaction mixture was stirred at 110° C. for 1 hour and cooled to 20° C. Water (3.3 L) was added in 6 portions over 1 hour and the mixture was stirred at 2...